From a dataset of the Open Reaction Database (ORD), a public repository of structured organic reaction records. describe an organic reaction: reactants, conditions, products, and yield Procedure: LiAlH4 (1M in Et2O, 10 mL, 10 mmol) was slowly added to a solution of 3-(3,5-dichlorophenyl)-propionic acid (2.19 g, 10 mmol) in Et2O (50 mL). The reaction was heated at reflux for 2 h. The reaction was cooled to room temperature and 2 N NaOH (1 mL) and aqueous NH4Cl (satd., 3 mL) as carefully added. The solution was filtered through Celite and the filtrate was dried over MgSO4, filtered, and concentrated. The product was purified by flash chromatography (25% EtOAc/hexanes) to afford 3-(3,5-dich... Isolated yield 31.2%. The reactants are [H-].[H-].[H-].[H-].[Li+].[Al+3] (LiAlH4), ClC=1C=C(C=C(C1)Cl)CCC(=O)O (3-(3,5-dichlorophenyl)-propionic acid), [OH-].[Na+] (NaOH), [NH4+].[Cl-] (NH4Cl). Yields the product ClC=1C=C(C=C(C1)Cl)CCCO (3-(3,5-dichlorophenyl)-propanol). Run in CCOCC (Et2O). As a reaction SMILES: [H-].[H-].[H-].[H-].[Li+].[Al+3].[Cl:7][C:8]1[CH:9]=[C:10]([CH2:15][CH2:16][C:17](O)=[O:18])[CH:11]=[C:12]([Cl:14])[CH:13]=1.[OH-].[Na+].[NH4+].[Cl-]>CCOCC>[Cl:7][C:8]1[CH:9]=[C:10]([CH2:15][CH2:16][CH2:17][OH:18])[CH:11]=[C:12]([Cl:14])[CH:13]=1 |f:0.1.2.3.4.5,7.8,9.10|. The reactants are C(C)(C)(C)[Si](C)(C)OCC1CC2=C(O1)C=1CCCCC1C=C2 ((±)-tert-butyl(2,3,6,7,8,9-hexahydronaphtho[1,2-b]furan-2-ylmethoxy)dimethylsilane), [F-].C(CCC)[N+](CCCC)(CCCC)CCCC (tetrabutylammonium fluoride), Intermediate 6. The product is O1C2=C(CC1CO)C=CC=1CCCCC12 ((±)-2,3,6,7,8,9-hexahydronaphtho[1,2-b]furan-2-ylmethanol). Yield: 66.4%. Reaction SMILES: C([Si]([O:8][CH2:9][CH:10]1[O:14][C:13]2[C:15]3[CH2:16][CH2:17][CH2:18][CH2:19][C:20]=3[CH:21]=[CH:22][C:12]=2[CH2:11]1)(C)C)(C)(C)C.[F-].C([N+](CCCC)(CCCC)CCCC)CCC>>[O:14]1[CH:10]([CH2:9][OH:8])[CH2:11][C:12]2[CH:22]=[CH:21][C:20]3[CH2:19][CH2:18][CH2:17][CH2:16][C:15]=3[C:13]1=2 |f:1.2|. Procedure: Treatment of (±)-tert-butyl(2,3,6,7,8,9-hexahydronaphtho[1,2-b]furan-2-ylmethoxy)dimethylsilane (4.38 g; 0.014 mol) with tetrabutylammonium fluoride (16.5 mL, 1.0 M solution in tetrahydrofuran) generally according to the procedure described for Intermediate 6 afforded 1.9 g (67%) of (±)-2,3,6,7,8,9-hexahydronaphtho[1,2-b]furan-2-ylmethanol as a colorless oil. Rf=0.12 (silica, ethyl acetate:hexanes 1:4); Anal. calcd. for C13H16O2.0.1H2O: C, 75.77; H, 7.92. Found: C, 75.77; H, 7.93. Reported procedure: A solution of 44.0 g. (0.1575 mol) of crude 4-(1-hydroxyprop-2-en-1yl)-3-carbomethoxy-2-phenylthiazolidine, 191.5 g. (1.570 mol) of trimethylorthoacetate and 100 ml. of a 20% solution of propionic acid in benzene in 2 L. of benzene was heated for 24 hours, at 92°-93° C. The vapors were condensed and collected in a Dean-stark moisture receiver. After cooling, the resulting yellow solution was washed with 100 ml. of a 2N solution of sodium carbonate, then 3 × 100 ml. of water. Drying with magnesiu... The yield is 95.0%. Product: C(=O)(OC)N1C(SCC1C=CCCC(=O)OC)C1=CC=CC=C1 (methyl 5-(3-carbomethoxy-2-phenylthiazolidin-4-yl)-4-pentenoate). Run in C1=CC=CC=C1 (benzene), C1=CC=CC=C1 (benzene). Starting materials: OC(C=C)C1N(C(SC1)C1=CC=CC=C1)C(=O)OC (4-(1-hydroxyprop-2-en-1yl)-3-carbomethoxy-2-phenylthiazolidine), C(CC)(=O)O (propionic acid), CC(C([O-])([O-])[O-])(C)C (trimethylorthoacetate), solution. As a reaction SMILES: O[CH:2]([CH:5]1[CH2:9][S:8][CH:7]([C:10]2[CH:15]=[CH:14][CH:13]=[CH:12][CH:11]=2)[N:6]1[C:16]([O:18][CH3:19])=[O:17])[CH:3]=[CH2:4].C[C:21](C)(C)[C:22]([O-:25])([O-])[O-:23].[C:28](O)(=O)CC>C1C=CC=CC=1>[C:16]([N:6]1[CH:5]([CH:2]=[CH:3][CH2:4][CH2:21][C:22]([O:25][CH3:28])=[O:23])[CH2:9][S:8][CH:7]1[C:10]1[CH:15]=[CH:14][CH:13]=[CH:12][CH:11]=1)([O:18][CH3:19])=[O:17]. The reactants are S1C(SCCC1)[C@@H]1[C@@H](CC=C1)C(=O)O (cis-3-(1,3-dithian-2-yl)-4-cyclopentene-2-carboxylic acid), [N+](=[N-])=C (diazomethane). Solvent: CO (methanol). Conditions: time 3 hour. Product: COC(=O)[C@@H]1CC=C[C@@H]1C1SCCCS1 (cis-methyl-3-(1,3-dithian-2-yl)-4-cyclopentene-2-carboxylate). As a reaction SMILES: [S:1]1[CH2:6][CH2:5][CH2:4][S:3][CH:2]1[C@H:7]1[CH:11]=[CH:10][CH2:9][C@H:8]1[C:12]([OH:14])=[O:13].[N+](=[CH2:17])=[N-]>CO>[CH3:17][O:13][C:12]([C@H:8]1[C@@H:7]([CH:2]2[S:3][CH2:4][CH2:5][CH2:6][S:1]2)[CH:11]=[CH:10][CH2:9]1)=[O:14]. Procedure details: 214 mg (0.93 mmole) of cis-3-(1,3-dithian-2-yl)-4-cyclopentene-2-carboxylic acid (as prepared in example 4) are dissolved in 3 ml. of dried methanol. To the cooled mixture (0° C), there is added an ethereal solution of diazomethane up to persistente yellow colour. The solution is stirred for 3 hours at room temperature, the solvent is evaporated under reduced pressure and the oily residue is purified by column chromatography (eluant C6H6 /CH3CO2C2H5 : 80/20) to yield cis-methyl-3-(1,3-dithian-2-... Starting materials: COC(=O)C1=NC(=C(C=C1F)SCC(=O)OCC)N (6-Amino-5-ethoxycarbonylmethylthio-3-fluoropyridine-2-carboxylic acid methyl ester). Solvent: C(C)(=O)O (acetic acid). Product: FC1=CC=2SCC(NC2N=C1C(=O)OC)=O (Methyl 7-fluoro-3-oxo-3,4-dihydro-2H-pyrido[3,2-b][1,4]thiazine-6-carboxylate). Isolated yield 105.0%. As a reaction SMILES: [CH3:1][O:2][C:3]([C:5]1[C:10]([F:11])=[CH:9][C:8]([S:12][CH2:13][C:14](OCC)=[O:15])=[C:7]([NH2:19])[N:6]=1)=[O:4]>C(O)(=O)C>[F:11][C:10]1[C:5]([C:3]([O:2][CH3:1])=[O:4])=[N:6][C:7]2[NH:19][C:14](=[O:15])[CH2:13][S:12][C:8]=2[CH:9]=1. Procedure details: A solution of the fluoropyridine (b) (1.7 g) in acetic acid (100 ml) was heated at 110° C. overnight, evaporated and dried under vacuum to give the product as a white solid (1.5 g). Reactants: S1C=CC2=C1CNCCC2O (5,6,7,8-tetrahydro-4H-thieno[2,3-c]azepin-4-ol), ClC1=C(C=CC=C1Cl)F (2,3-dichloro-1-fluorobenzene). The product is Cl.ClC1=C(C=CC=C1Cl)OC1C2=C(CNCC1)SC=C2 (4-(2,3-Dichlorophenyloxy)-5,6,7,8-tetrahydro-4H-thieno[2,3-c]azepine hydrochloride). Reaction SMILES: [S:1]1[C:5]2[CH2:6][NH:7][CH2:8][CH2:9][CH:10]([OH:11])[C:4]=2[CH:3]=[CH:2]1.[Cl:12][C:13]1[C:18]([Cl:19])=[CH:17][CH:16]=[CH:15][C:14]=1F>>[ClH:12].[Cl:12][C:13]1[C:18]([Cl:19])=[CH:17][CH:16]=[CH:15][C:14]=1[O:11][CH:10]1[CH2:9][CH2:8][NH:7][CH2:6][C:5]2[S:1][CH:2]=[CH:3][C:4]1=2 |f:2.3|. Procedure: The same method as in Example 3 was conducted using 5,6,7,8-tetrahydro-4H-thieno[2,3-c]azepin-4-ol (Reference Example 35) instead of 6-methyl-4,5,6,7-tetrahydrothieno[2,3-c]pyridin-4-ol (Reference Example 6) and was conducted using 2,3-dichloro-1-fluorobenzene instead of 1,3-difluorobenzene to give the objective compound. The reactants are C(c1cc(cc(c1N)[Br])[Br])=O, CC1=CN=C(C=C1)N, [C-]#[N+]C1CCCCC1. The reagents and catalysts are O=C(O)C(F)(F)F (trifluoroacetic acid). Solvent: CC(C)O (isopropyl alcohol), CC(C)O (isopropylalcohol). Run at temperature 22 celsius, time 20 hour. The product is Cc1ccc2nc(c3cc(cc(c3N)[Br])[Br])c(NC3CCCCC3)n2c1. Yield: 0.0%. As a reaction SMILES: CC1=CC=C(N)N=C1.[C-]#[N+]C1CCCCC1.NC1=C(C=O)C=C(Br)C=C1Br>>CC1=CN2C(C=C1)=NC(=C2NC1CCCCC1)C1=C(N)C(Br)=CC(Br)=C1. Reactants: CCI, CN(C)C=O, ClCCl, [H-], [Na+], CC(C)c1ccc(CO)c(=O)c(O)c1. Yields the product CCOc1cc(C(C)C)ccc(CO)c1=O. RXN SMILES: [CH2:17]([CH3:18])[I:19].[CH3:20][N:21]([CH3:22])[CH:23]=[O:24].[Cl:25][CH2:26][Cl:27].[H-:1].[Na+:2].[OH:3][c:4]1[c:5](=[O:16])[c:6]([CH2:14][OH:15])[cH:7][cH:8][c:9]([CH:11]([CH3:12])[CH3:13])[cH:10]1>>[O:3]([c:4]1[c:5](=[O:16])[c:6]([CH2:14][OH:15])[cH:7][cH:8][c:9]([CH:11]([CH3:12])[CH3:13])[cH:10]1)[CH2:17][CH3:18]. Reactants: C[Al](C)C (Trimethylaluminium), C1(CC1)N (cyclopropylamine), COC(C1=CN=C(C=C1)OCC=1C(=NOC1CO)C1=CC(=C(C=C1)F)F)=O (6-[3-(3,4-difluoro-phenyl)-5-hydroxymethyl-isoxazol-4-ylmethoxy]-nicotinic acid methyl ester). Run in O1CCOCC1 (dioxane), O1CCOCC1 (dioxane). Reaction conditions: temperature 50 celsius, time 1 hour. Product: C1(CC1)NC(C1=CN=C(C=C1)OCC=1C(=NOC1CO)C1=CC(=C(C=C1)F)F)=O (N-Cyclopropyl-6-[3-(3,4-difluoro-phenyl)-5-hydroxymethyl-isoxazol-4-ylmethoxy]-nicotinamide). The yield is 24.9%. RXN SMILES: C[Al](C)C.[CH:5]1([NH2:8])[CH2:7][CH2:6]1.C[O:10][C:11](=O)[C:12]1[CH:17]=[CH:16][C:15]([O:18][CH2:19][C:20]2[C:21]([C:27]3[CH:32]=[CH:31][C:30]([F:33])=[C:29]([F:34])[CH:28]=3)=[N:22][O:23][C:24]=2[CH2:25][OH:26])=[N:14][CH:13]=1>O1CCOCC1>[CH:5]1([NH:8][C:11](=[O:10])[C:12]2[CH:17]=[CH:16][C:15]([O:18][CH2:19][C:20]3[C:21]([C:27]4[CH:32]=[CH:31][C:30]([F:33])=[C:29]([F:34])[CH:28]=4)=[N:22][O:23][C:24]=3[CH2:25][OH:26])=[N:14][CH:13]=2)[CH2:7][CH2:6]1. Reported procedure: Trimethylaluminium solution (2 M in toluene, 0.8 mL, 1.60 mmol) was added to a solution of cyclopropylamine (62.0 mg, 1.06 mmol) in dioxane (5 mL). The mixture was stirred for 1 h at 50° C. Then a solution of 6-[3-(3,4-difluoro-phenyl)-5-hydroxymethyl-isoxazol-4-ylmethoxy]-nicotinic acid methyl ester (100 mg, 0.27 mmol) in dioxane (5 mL) was added. The reaction mixture was stirred overnight at 85° C. The dioxane was removed by distillation. The remaining material was purified by chromatography (... Starting materials: FC1=C(C=CC=C1)C1=NC(C=2N(C3=C1C=C(C=C3)[N+](=O)[O-])C(=NN2)C)(C)C (6-(o-fluorophenyl)-1,4,4-trimethyl-8-nitro-4H-s-triazolo[4,3-a][1,4]benzodiazepine), [Sn](Cl)(Cl)(Cl)Cl (tin chloride), [OH-].[Na+] (sodium hydroxide). Run in Cl (hydrochloric acid). Run at time 1 hour. The product is NC=1C=CC2=C(C(=NC(C=3N2C(=NN3)C)(C)C)C3=C(C=CC=C3)F)C1 (8-amino-6-(o-fluorophenyl)-1,4,4-trimethyl-4H-s-triazolo[4,3-a][1,4]benzodiazepine). Reaction SMILES: [F:1][C:2]1[CH:7]=[CH:6][CH:5]=[CH:4][C:3]=1[C:8]1[C:14]2[CH:15]=[C:16]([N+:19]([O-])=O)[CH:17]=[CH:18][C:13]=2[N:12]2[C:22]([CH3:25])=[N:23][N:24]=[C:11]2[C:10]([CH3:27])([CH3:26])[N:9]=1.[Sn](Cl)(Cl)(Cl)Cl.[OH-].[Na+]>Cl>[NH2:19][C:16]1[CH:17]=[CH:18][C:13]2[N:12]3[C:22]([CH3:25])=[N:23][N:24]=[C:11]3[C:10]([CH3:27])([CH3:26])[N:9]=[C:8]([C:3]3[CH:4]=[CH:5][CH:6]=[CH:7][C:2]=3[F:1])[C:14]=2[CH:15]=1 |f:2.3|. Reported procedure: 43.6 g (0.12 mol) of 6-(o-fluorophenyl)-1,4,4-trimethyl-8-nitro-4H-s-triazolo[4,3-a][1,4]benzodiazepine in 600 ml of concentrated hydrochloric acid are treated portionwise with a total of 80.55 g (0.36 mol) of tin chloride in such a manner that the temperature of the mixture does not exceed 85° C. Subsequently, the mixture is stirred at room temperature for 1 hour, cooled to 0° C. and cautiously neutralised with 900 ml of 10 N sodium hydroxide. After extracting the remaining suspension three tim...